Dataset: the Open Reaction Database (ORD), a public repository of structured organic reaction records. Task: describe an organic reaction: reactants, conditions, products, and yield The reactants are C(CCC)[Li] (n-butyl lithium), C(C)(C)NC(C)C (diisopropylamine), C(C)(=O)OCC (ethyl acetate), CN1C(CCC1)=O (1-methyl-2-pyrrolidinone). Run in CCCCCC (hexane), C1CCOC1 (THF). Run at time 20 minute. Product: C(C)(=O)C1C(N(CC1)C)=O (3-Acetyl-1-methylpyrrolidin-2-one). As a reaction SMILES: C(NC(C)C)(C)C.C([Li])CCC.[CH3:13][N:14]1[CH2:18][CH2:17][CH2:16][C:15]1=[O:19].[C:20](OCC)(=[O:22])[CH3:21]>C1COCC1.CCCCCC>[C:20]([CH:16]1[CH2:17][CH2:18][N:14]([CH3:13])[C:15]1=[O:19])(=[O:22])[CH3:21]. Procedure details: 20.40 g (0.20 mol) of diisopropylamine were placed in 200 ml dry THF under nitrogen and 80 ml n-butyl lithium in hexane (2.5 M) were added dropwise. It was allowed to stir for 20 minutes and then 20.00 g (0.20 mol) of 1-methyl-2-pyrrolidinone were added dropwise at −78° C. After stirring the reaction mixture for 1 hour 17.64 g (0.20 mol) of dry ethyl acetate were added at −78° C. The reaction mixture was warmed to room temperature and stirred for 14 hours. The THF was removed on a rotary evapora... Starting materials: BrC1=C(C=CC=C1)[C@@H]1CC=CC[C@H]1C(=O)O ((−)-(1R,6R)-6-(2-bromophenyl)cyclohex-3-ene-1-carboxylic acid), C(C)(C)N(CC)C(C)C (diisopropylethylamine), Br[Si](C)(C)C (Bromotrimethylsilane), CS(=O)C (dimethyl sulfoxide), C=CC=C (1,3-butadiene), BrC1=C(C=CC(=O)O)C=CC=C1 (2-bromocinnamic acid), (R)-phenethyl amine. The solvent is C(C)(=O)OCC (ethyl acetate), C(Cl)(Cl)Cl (chloroform), C(Cl)(Cl)Cl (CHCl3). Conditions: time 30 minute. Yields the product Br[C@@H]1C[C@H]([C@@H]2C(O[C@H]1C2)=O)C2=C(C=CC=C2)Br ((1R,2R,4R,5S)-4-bromo-2-(2-bromophenyl)-6-oxabicyclo[3.2.1]octan-7-one). RXN SMILES: Br[Si](C)(C)C.CS(C)=O.[Br:10][C:11]1[CH:16]=[CH:15][CH:14]=[CH:13][C:12]=1[C@H:17]1[C@H:22]([C:23]([OH:25])=[O:24])[CH2:21][CH:20]=[CH:19][CH2:18]1.C=CC=C.[Br:30]C1C=CC=CC=1C=CC(O)=O.C(N(C(C)C)CC)(C)C>C(Cl)(Cl)Cl.C(OCC)(=O)C>[Br:30][C@H:19]1[C@@H:20]2[CH2:21][C@@H:22]([C:23](=[O:25])[O:24]2)[C@H:17]([C:12]2[CH:13]=[CH:14][CH:15]=[CH:16][C:11]=2[Br:10])[CH2:18]1. Procedure: Bromotrimethylsilane (1.96 mL, 15.1 mmol) was added dropwise to a 0° C. solution of dimethyl sulfoxide (1.10 mL, 15.5 mmol) in chloroform (15 mL) with stirring at this temperature for 30 minutes. (−)-(1R,6R)-6-(2-bromophenyl)cyclohex-3-ene-1-carboxylic acid (4.24 g, 15.1 mmol; prepared in 93% ee, [α]D=62° (c=1.0, CHCl3), by resolution of the racemic Diels-Alder adduct between 1,3-butadiene and 2-bromocinnamic acid [see Morn, R.; Manuel, C.; Mazmanian, C. Eur. J. Med. Chem. 1976, 11, 493-499]with... Starting materials: N(=[N+]=[N-])C(C(=O)OC)=CC1=CC(=C(C=C1)Cl)F (methyl 2-azido-3-(4-chloro-3-fluorophenyl)propenoate). Run in C=1(C(=CC=CC1)C)C (xylene), C=1(C(=CC=CC1)C)C (xylene). Reaction conditions: time 3 hour. Yields the product ClC1=CC=C2C=C(NC2=C1F)C(=O)OC (Methyl 6-chloro-7-fluoroindole-2-carboxylate). Isolated yield 17.1%. Reaction SMILES: [N:1]([C:4](=[CH:9][C:10]1[CH:15]=[CH:14][C:13]([Cl:16])=[C:12]([F:17])[CH:11]=1)[C:5]([O:7][CH3:8])=[O:6])=[N+]=[N-]>C1(C)C(C)=CC=CC=1>[Cl:16][C:13]1[C:12]([F:17])=[C:11]2[C:10]([CH:9]=[C:4]([C:5]([O:7][CH3:8])=[O:6])[NH:1]2)=[CH:15][CH:14]=1. Reported procedure: A solution of methyl 2-azido-3-(4-chloro-3-fluorophenyl)propenoate (15.08 g, 59 mmol) in xylene (200 mL) was added dropwise to stirred xylene (1 L) under reflux. The mixture was stirred for 3 h, cooled to room temperature, concentrated in vacuo and purified by column chromatography [SiO2; isopropyl ether-hexane (5:2)] to give the product (2.3 g, 17% yield) as a colourless solid: IR νmax (Nujol)/cm−1 3298, 1709, 1460, 1377, 1204 and 737; NMR δH (400 MHz, CDCl3) 3.85 (3H, s) 7.09-7.15 (1H, m) 7.21... Reactants: O (water), C(CCCCCC)=O (heptanal), di-N-butyl amine, C(C)(=O)O (acetic acid). Run in C=O (formaldehyde). Conditions: temperature 50 celsius. The product is C=C(C=O)CCCCC (2-methylene heptanal). RXN SMILES: [C:1](O)(=O)C.O.[CH:6](=[O:13])[CH2:7][CH2:8][CH2:9][CH2:10][CH2:11][CH3:12]>C=O>[CH2:1]=[C:7]([CH2:8][CH2:9][CH2:10][CH2:11][CH3:12])[CH:6]=[O:13]. Reported procedure: A 3-liter three-neck flask fitted with an overhead stirrer and condenser was charged with di-N-butyl amine (33 g, 0.25 mol) and acetic acid (31 g, 0.5 mol). Roughly 500 ml of 33% formaldehyde solution in water (178 g formaldehyde, 5.9 mol) was then added and the resulting solution was heated to 50° C. with stirring. After this temperature was reached heptanal (500 g, 4.3 mol) was fed in over about 1.5 h. A slight exotherm was noticed during the feed. Monitoring by GC showed the consumption of he... The reactants are Cl.N1CCC(CC1)=CC=1C=C(OC2=NC=C(C=C2)C(F)(F)F)C=CC1 (2-(3-piperidin-4-ylidenemethyl-phenoxy)-5-trifluoromethyl-pyridine hydrochloride), CC1=NOC(=C1C)NC(OC1=CC=CC=C1)=O (phenyl 3,4-dimethylisoxazol-5-ylcarbamate), NC1=C(C(=NO1)C)C (5-amino-3,4-dimethylisoxazole). Product: CC1=NOC(=C1C)NC(=O)N1CCC(CC1)=CC1=CC(=CC=C1)OC1=NC=C(C=C1)C(F)(F)F (N-(3,4-dimethylisoxazol-5-yl)-4-(3-{[5-(trifluoromethyl)pyridin-2-yl]oxy}benzylidene)piperidine-1-carboxamide). RXN SMILES: Cl.[NH:2]1[CH2:7][CH2:6][C:5](=[CH:8][C:9]2[CH:10]=[C:11]([CH:23]=[CH:24][CH:25]=2)[O:12][C:13]2[CH:18]=[CH:17][C:16]([C:19]([F:22])([F:21])[F:20])=[CH:15][N:14]=2)[CH2:4][CH2:3]1.[CH3:26][C:27]1[C:31]([CH3:32])=[C:30]([NH:33][C:34](=O)[O:35]C2C=CC=CC=2)[O:29][N:28]=1.NC1ON=C(C)C=1C>>[CH3:26][C:27]1[C:31]([CH3:32])=[C:30]([NH:33][C:34]([N:2]2[CH2:7][CH2:6][C:5](=[CH:8][C:9]3[CH:25]=[CH:24][CH:23]=[C:11]([O:12][C:13]4[CH:18]=[CH:17][C:16]([C:19]([F:22])([F:20])[F:21])=[CH:15][N:14]=4)[CH:10]=3)[CH2:4][CH2:3]2)=[O:35])[O:29][N:28]=1 |f:0.1|. Procedure: Following the procedure in Example 1, Step 6, 2-(3-piperidin-4-ylidenemethyl-phenoxy)-5-trifluoromethyl-pyridine hydrochloride (150 mg, 0.40 mmol, from Example 1, Step 5) and phenyl 3,4-dimethylisoxazol-5-ylcarbamate (94 mg, 0.40 mmol, prepared according to the procedure described in Synthesis, 1997, 1189-1194 from 5-amino-3,4-dimethylisoxazole) were used to provide the title compound (187 mg). MS (APCI 10V) AP+ 473.3, AP− 471.2; 1H NMR (400 MHz, CD3OD) δ ppm 1.83 (s, 3H) 2.18 (s, 3H) 2.41-2.49 ... The solvent is CN(C)C=O (DMF), CN(C)C=O (DMF). Reported procedure: A solution of 4-fluorophenol (2.00 g, 17.84 mmol) in DMF (10 mL) was added dropwise to a stirred suspension of NaH in DMF (2.0 mL) at around 10° C. Ethyl bromoacetate (2.483 mL, 22.30 mmol) was added dropwise and then the reaction mixture was allowed to warm up to room temperature for 4 hours. The solvent was removed under vacuum and the residue was dissolved in methylene chloride and washed 2 times with water, dried over MgSO4, filtered and concentrated to dryness. The crude product was purifie... Reactants: BrCC(=O)OCC (Ethyl bromoacetate), FC1=CC=C(C=C1)O (4-fluorophenol), [H-].[Na+] (NaH). The yield is 88.2%. Yields the product FC1=CC=C(OCC(=O)OCC)C=C1 (ethyl 2-(4-fluorophenoxy)acetate). RXN SMILES: [F:1][C:2]1[CH:7]=[CH:6][C:5]([OH:8])=[CH:4][CH:3]=1.[H-].[Na+].Br[CH2:12][C:13]([O:15][CH2:16][CH3:17])=[O:14]>CN(C=O)C>[F:1][C:2]1[CH:7]=[CH:6][C:5]([O:8][CH2:12][C:13]([O:15][CH2:16][CH3:17])=[O:14])=[CH:4][CH:3]=1 |f:1.2|.